Dataset: the Open Reaction Database (ORD), a public repository of structured organic reaction records. Task: describe an organic reaction: reactants, conditions, products, and yield Starting materials: Cl[Si](C)(C)NC(C)(C)C (ClSiMe2NHCMe3), solid, C1(=CC=CC=C1)C(C1=CC=CC=C1)[K] (diphenylmethyl potassium), C1(=CC=CC=C1)C(C1=CC=CC=C1)[K] (diphenylmethyl potassium). Run in C1CCOC1 (THF). Product: C(C)(C)(C)N[Si](C(C1=CC=CC=C1)C1=CC=CC=C1)(C)C ((N-t-butylamino)(dimethyl)(diphenylmethyI)silane). Reaction SMILES: Cl[Si:2]([NH:5][C:6]([CH3:9])([CH3:8])[CH3:7])([CH3:4])[CH3:3].[C:10]1([CH:16]([K])[C:17]2[CH:22]=[CH:21][CH:20]=[CH:19][CH:18]=2)[CH:15]=[CH:14][CH:13]=[CH:12][CH:11]=1>C1COCC1>[C:6]([NH:5][Si:2]([CH3:4])([CH3:3])[CH:16]([C:17]1[CH:22]=[CH:21][CH:20]=[CH:19][CH:18]=1)[C:10]1[CH:15]=[CH:14][CH:13]=[CH:12][CH:11]=1)([CH3:9])([CH3:8])[CH3:7]. Procedure details: To a solution of 4.1 g (24.7 mmol) of ClSiMe2NHCMe3 in 80 mL of THF were added 3.735 g (18.1 mmol) of solid diphenylmethyl potassium. The orange color of the diphenylmethyl potassium disappeared instantly and precipitate formed rapidly. The reaction mixture was stirred for several days. The solvent was removed under reduced pressure and the residue was extracted with hexane and the solvent was removed under reduced pressure. The yellow liquid product was subjected to vacuum pumping to remove the... Reactants: Nc1cccc(CC(=O)O)c1, C1CCOC1, COc1ccc(-c2cc3ccccc3[nH]2)cc1N=C=S. Product: COc1ccc(-c2cc3ccccc3[nH]2)cc1NC(=S)Nc1cccc(CC(=O)O)c1. Reaction SMILES: [NH2:21][c:22]1[cH:23][c:24]([CH2:28][C:29](=[O:30])[OH:31])[cH:25][cH:26][cH:27]1.[O:32]1[CH2:33][CH2:34][CH2:35][CH2:36]1.[nH:1]1[c:2](-[c:10]2[cH:11][cH:12][c:13]([O:19][CH3:20])[c:14]([N:16]=[C:17]=[S:18])[cH:15]2)[cH:3][c:4]2[cH:5][cH:6][cH:7][cH:8][c:9]12>>[nH:1]1[c:2](-[c:10]2[cH:11][cH:12][c:13]([O:19][CH3:20])[c:14]([NH:16][C:17](=[S:18])[NH:21][c:22]3[cH:23][c:24]([CH2:28][C:29](=[O:30])[OH:31])[cH:25][cH:26][cH:27]3)[cH:15]2)[cH:3][c:4]2[cH:5][cH:6][cH:7][cH:8][c:9]12. Reactants: BrBr (bromine), FC1=CC=C(OC2=CC=C(N)C=C2)C=C1 (4-(4-fluorophenoxy)aniline), [S-]C#N.[NH4+] (ammonium thiocyanate). The solvent is C(C)(=O)O (acetic acid), C(C)(=O)O (acetic acid). Reaction conditions: time 1 hour. Product: NC=1SC2=C(N1)C=CC(=C2)OC2=CC=C(C=C2)F (2-Amino-6-(4-fluorophenoxy)benzothiazole). Isolated yield 81.4%. Reaction SMILES: BrBr.[F:3][C:4]1[CH:17]=[CH:16][C:7]([O:8][C:9]2[CH:15]=[CH:14][C:12]([NH2:13])=[CH:11][CH:10]=2)=[CH:6][CH:5]=1.[S-:18][C:19]#[N:20].[NH4+]>C(O)(=O)C>[NH2:20][C:19]1[S:18][C:14]2[CH:15]=[C:9]([O:8][C:7]3[CH:16]=[CH:17][C:4]([F:3])=[CH:5][CH:6]=3)[CH:10]=[CH:11][C:12]=2[N:13]=1 |f:2.3|. Procedure details: 13 ml of acetic acid containing 6.5 ml of bromine were added dropwise at 13 to 15° C. to a solution of 25.6 g of 4-(4-fluorophenoxy)aniline and 19.2 g of ammonium thiocyanate in 185 ml of acetic acid. After completion of the addition, the mixture was stirred at room temperature for 1 hour and then the solvent was distilled off under reduced pressure. The residue was mixed with 300 ml of ethyl acetate and 200 ml of water, and the mixture was neutralized by adding powered potassium carbonate. The ... Starting materials: C1(CC1)N(S(=O)(=O)C1=CC(=CC=C1)C(F)(F)F)C1CCN(CC1)C(C1=C(C=CC=C1)N1C(OCC1)=O)=O (N-Cyclopropyl-N-{1-[2-(2-oxo-oxazolidin-3-yl)-benzoyl]-piperidin-4-yl}-3-trifluoromethyl-benzenesulfonamide), [OH-].[K+] (KOH). The solvent is O (water). Conditions: temperature 100 celsius, time 2 hour. Product: C1(CC1)N(S(=O)(=O)C1=CC(=CC=C1)C(F)(F)F)C1CCN(CC1)C(C1=C(C=CC=C1)NCCO)=O (N-Cyclopropyl-N-{1-[2-(2-hydroxy-ethylamino)-benzoyl]-piperidin-4-yl}-3-trifluoromethyl-benzenesulfonamide). Yield: 79.2%. Reaction SMILES: [CH:1]1([N:4]([CH:18]2[CH2:23][CH2:22][N:21]([C:24](=[O:37])[C:25]3[CH:30]=[CH:29][CH:28]=[CH:27][C:26]=3[N:31]3[CH2:35][CH2:34][O:33]C3=O)[CH2:20][CH2:19]2)[S:5]([C:8]2[CH:13]=[CH:12][CH:11]=[C:10]([C:14]([F:17])([F:16])[F:15])[CH:9]=2)(=[O:7])=[O:6])[CH2:3][CH2:2]1.[OH-].[K+]>O>[CH:1]1([N:4]([CH:18]2[CH2:23][CH2:22][N:21]([C:24](=[O:37])[C:25]3[CH:30]=[CH:29][CH:28]=[CH:27][C:26]=3[NH:31][CH2:35][CH2:34][OH:33])[CH2:20][CH2:19]2)[S:5]([C:8]2[CH:13]=[CH:12][CH:11]=[C:10]([C:14]([F:16])([F:17])[F:15])[CH:9]=2)(=[O:6])=[O:7])[CH2:3][CH2:2]1 |f:1.2|. Procedure details: N-Cyclopropyl-N-{1-[2-(2-oxo-oxazolidin-3-yl)-benzoyl]-piperidin-4-yl}-3-trifluoromethyl-benzenesulfonamide (12) (0.110 g, 0.20 mmol) was taken up in 3 ml of ETOH and 0.5 ml of water. To the mixture, KOH (0.046 g, 0.82 mmol) was added. The mixture was heated at 100° C. and stirred for 2 hours. The reaction mixture was concentrated to dryness under reduced pressure. Then residue was dissolved in EtOAc (30 ml) and the mixture was washed with H2O (15 ml) and brine (15 ml). The organic layer was dri... Starting materials: ClC(Cl)(Cl)Cl, CC(=O)[O-], CC(=O)[O-], COc1ccc(CSC(Cc2ccccc2)C(=O)NC(C(=O)NCCc2ccccc2C)C(=O)NCCc2ccccc2C)cc1, COc1ccccc1, ClCCl, [Hg+2]. Product: Cc1ccccc1CCNC(=O)C(NC(=O)C(S)Cc1ccccc1)C(=O)NCCc1ccccc1C. RXN SMILES: [C:55]([Cl:56])([Cl:57])([Cl:58])[Cl:59].[C:63]([O-:64])(=[O:65])[CH3:66].[C:68]([O-:69])(=[O:70])[CH3:71].[CH3:1][c:2]1[c:3]([CH2:4][CH2:5][NH:6][C:7]([CH:8]([C:9](=[O:10])[NH:11][CH2:12][CH2:13][c:14]2[c:15]([CH3:20])[cH:16][cH:17][cH:18][cH:19]2)[NH:21][C:22]([CH:23]([CH2:24][c:25]2[cH:26][cH:27][cH:28][cH:29][cH:30]2)[S:31][CH2:32][c:33]2[cH:34][cH:35][c:36]([O:37][CH3:38])[cH:39][cH:40]2)=[O:41])=[O:42])[cH:43][cH:44][cH:45][cH:46]1.[CH3:47][O:48][c:49]1[cH:50][cH:51][cH:52][cH:53][cH:54]1.[Cl:60][CH2:61][Cl:62].[Hg+2:67]>>[CH3:1][c:2]1[c:3]([CH2:4][CH2:5][NH:6][C:7]([CH:8]([C:9](=[O:10])[NH:11][CH2:12][CH2:13][c:14]2[c:15]([CH3:20])[cH:16][cH:17][cH:18][cH:19]2)[NH:21][C:22]([CH:23]([CH2:24][c:25]2[cH:26][cH:27][cH:28][cH:29][cH:30]2)[SH:31])=[O:41])=[O:42])[cH:43][cH:44][cH:45][cH:46]1. Starting materials: OCN1C=C(C2=C1N=CN=C2N2CCOCC2)C2=CC=CC(=N2)C#N (6-[7-(hydroxymethyl)-4-(morpholin-4-yl)-7H-pyrrolo[2,3-d]pyrimidin-5-yl]pyridine-2-carbonitrile), C([O-])([O-])=O.[K+].[K+] (potassium carbonate). Run in C(C)#N (acetonitrile). Reaction conditions: time 30 minute. Product: N1(CCOCC1)C=1C2=C(N=CN1)NC=C2C2=CC=CC(=N2)C#N (6-[4-(morpholin-4-yl)-7H-pyrrolo[2,3-d]pyrimidin-5-yl]pyridine-2-carbonitrile). As a reaction SMILES: OC[N:3]1[C:7]2[N:8]=[CH:9][N:10]=[C:11]([N:12]3[CH2:17][CH2:16][O:15][CH2:14][CH2:13]3)[C:6]=2[C:5]([C:18]2[N:23]=[C:22]([C:24]#[N:25])[CH:21]=[CH:20][CH:19]=2)=[CH:4]1.C(=O)([O-])[O-].[K+].[K+]>C(#N)C>[N:12]1([C:11]2[C:6]3[C:5]([C:18]4[N:23]=[C:22]([C:24]#[N:25])[CH:21]=[CH:20][CH:19]=4)=[CH:4][NH:3][C:7]=3[N:8]=[CH:9][N:10]=2)[CH2:17][CH2:16][O:15][CH2:14][CH2:13]1 |f:1.2.3|. Procedure: A solution of 6-[7-(hydroxymethyl)-4-(morpholin-4-yl)-7H-pyrrolo[2,3-d]pyrimidin-5-yl]pyridine-2-carbonitrile (C11) (from the previous step, 85 mg, ≦0.25 mmol) in acetonitrile (3 mL) was brought to a pH of >12 via addition of solid potassium carbonate. After 30 minutes at room temperature, the reaction mixture was filtered and concentrated in vacuo. Purification via preparative HPLC (Column: Phenomenex Gemini C18, 8 μm; Mobile phase A: ammonia in water, pH 10; Mobile phase B: acetonitrile; Gradi...